Dataset: the Open Reaction Database (ORD), a public repository of structured organic reaction records. Task: describe an organic reaction: reactants, conditions, products, and yield The reactants are [H-].[Na+] (sodium hydride), N1CCOCC1 (morpholine), BrC1=NC=CN=C1Br (2,3-dibromopyrazine). Solvent: C1CCOC1 (THF), C1CCOC1 (THF). Reaction conditions: time 15 minute. Product: BrC=1N=CC(=NC1)N1CCOCC1 (4-(5-bromopyrazin-2-yl)morpholine). Reaction SMILES: [H-].[Na+].[NH:3]1[CH2:8][CH2:7][O:6][CH2:5][CH2:4]1.[Br:9][C:10]1[C:15](Br)=[N:14][CH:13]=[CH:12][N:11]=1>C1COCC1>[Br:9][C:10]1[N:11]=[CH:12][C:13]([N:3]2[CH2:8][CH2:7][O:6][CH2:5][CH2:4]2)=[N:14][CH:15]=1 |f:0.1|. Reported procedure: To sodium hydride (0.20 g) taken in THF (15 ml), morpholine (0.735 ml) was added under nitrogen, at 0° C. The reaction mixture stirred for about 15 minutes, then 2,3-dibromopyrazine (2 g) dissolved in dry THF (15 ml) was added. The reaction mixture was allowed to stir at reflux conditions for overnight. The reaction mixture was quenched with water (5 ml), and volatiles were removed under vacuum. The resulting crude mass was purified by column chromatography to afford pure 4-(5-bromopyrazin-2-yl)...